This data is from the Open Reaction Database (ORD), a public repository of structured organic reaction records. The task is: describe an organic reaction: reactants, conditions, products, and yield The reactants are C(C)(C)(C)OC(N[C@@H]1C[C@H](C1)N)=O (tert-butyl(trans-3-aminocyclobutyl)carbamate), ClC=1SC2=C(N1)C=CC(=C2)F (2-chloro-6-fluoro-1,3-benzothiazole), C(C)(C)N(CC)C(C)C (diisopropylethylamine). Solvent: CS(=O)C (DMSO), O (water). Conditions: temperature 120 celsius. Product: C(C)(C)(C)OC(N[C@@H]1C[C@H](C1)NC=1SC2=C(N1)C=CC(=C2)F)=O (tert-butyl(trans-3-((6-fluorobenzo[d]thiazol-2-yl)amino)cyclobutyl)carbamate). RXN SMILES: [C:1]([O:5][C:6](=[O:13])[NH:7][C@H:8]1[CH2:11][C@H:10]([NH2:12])[CH2:9]1)([CH3:4])([CH3:3])[CH3:2].Cl[C:15]1[S:16][C:17]2[CH:23]=[C:22]([F:24])[CH:21]=[CH:20][C:18]=2[N:19]=1.C(N(C(C)C)CC)(C)C>CS(C)=O.O>[C:1]([O:5][C:6](=[O:13])[NH:7][C@H:8]1[CH2:11][C@H:10]([NH:12][C:15]2[S:16][C:17]3[CH:23]=[C:22]([F:24])[CH:21]=[CH:20][C:18]=3[N:19]=2)[CH2:9]1)([CH3:4])([CH3:2])[CH3:3]. Procedure: A mixture of tert-butyl(trans-3-aminocyclobutyl)carbamate (0.099 g, 0.533 mmol), 2-chloro-6-fluoro-1,3-benzothiazole (0.100 g, 0.533 mmol) and diisopropylethylamine (0.185 ml, 1.066 mmol) in DMSO (0.5 mL) contained in a microwave vial was capped and heated to 120° C. for 2 hrs. The mixture was diluted with water and extracted with EtOAc. EtOAc extract was concentrated to give crude tert-butyl(trans-3-((6-fluorobenzo[d]thiazol-2-yl)amino)cyclobutyl)carbamate. To the crude tert-butyl(trans-3-((6-f... The reactants are Stainless Steel, CC1=C(O)C=CC(=C1)O (methylhydroquinone), CC=1C(=C(O)C=CC1O)C (dimethylhydroquinone), CC1=C(O)C=CC(=C1)O (methylhydroquinone), C[O-].[Na+] (sodium methylate), CC=1C(=C(C(=C(O)C1)C)C)O (trimethylhydroquinone). Solvent: CO (methanol). Conditions: time 2 hour. Yields the product CC1=C(C(=C(C(=C1O)C)C)O)C (tetramethylhydroquinone). Reaction SMILES: [CH3:1]C1C=C(O)C=CC=1O.C[O-].[Na+].CC1C(C)=C(C=CC=1O)O.[CH3:23][C:24]1[C:25]([OH:33])=[C:26]([CH3:32])[C:27]([CH3:31])=[C:28]([CH:30]=1)[OH:29]>CO>[CH3:23][C:24]1[C:25]([OH:33])=[C:26]([CH3:32])[C:27]([CH3:31])=[C:28]([OH:29])[C:30]=1[CH3:1] |f:1.2|. Procedure details: Into an autoclave (inner volume: 9 ml, made of Stainless Steel (SUS 316), equipped with amanometer) were charged 0.112 g of methylhydroquinone (manufactured by Wako Pure Chemical Ind., Ltd.), 3.372 g of methanol (extra fine reagent grade, manufactured by Wako Pure Chemical Ind., Ltd.) and 0.2 mg of sodium methylate (manufactured by Wako Pure Chemical Ind., Ltd.). The reaction was started by elevating the temperature up to 350° C. with sand bath. The pressure during the reaction was 16 MPa. After...